Dataset: the Open Reaction Database (ORD), a public repository of structured organic reaction records. Task: describe an organic reaction: reactants, conditions, products, and yield The reactants are OC1=C(C=CC=C1)C(C)=O (o-hydroxyacetophenone), [N+](=O)([O-])C1=CC=C(OCC(C)=O)C=C1 (4-nitrophenoxyacetone), N1CCCC1 (pyrrolidine), O.C1(=CC=C(C=C1)S(=O)(=O)O)C (p-toluenesufonic acid monohydrate). Solvent: C1(=CC=CC=C1)C (toluene), O (water). Product: CC1(OC2=CC=CC=C2C(C1)=O)COC1=CC=C(C=C1)[N+](=O)[O-] (2-Methyl-2-(4-nitrophenoxymethyl)-4-oxochroman). The yield is 54.6%. RXN SMILES: [OH:1][C:2]1[CH:7]=[CH:6][CH:5]=[CH:4][C:3]=1[C:8](=[O:10])[CH3:9].[N+:11]([C:14]1[CH:24]=[CH:23][C:17]([O:18][CH2:19][C:20](=O)[CH3:21])=[CH:16][CH:15]=1)([O-:13])=[O:12].N1CCCC1.O.C1(C)C=CC(S(O)(=O)=O)=CC=1>C1(C)C=CC=CC=1.O>[CH3:21][C:20]1([CH2:19][O:18][C:17]2[CH:23]=[CH:24][C:14]([N+:11]([O-:13])=[O:12])=[CH:15][CH:16]=2)[CH2:9][C:8](=[O:10])[C:3]2[C:2](=[CH:7][CH:6]=[CH:5][CH:4]=2)[O:1]1 |f:3.4|. Procedure details: 2 g of o-hydroxyacetophenone, 2.85 g of 4-nitrophenoxyacetone, 2 g of pyrrolidine and 280 mg of p-toluenesufonic acid monohydrate were dissolved in 10 ml of toluene, and the mixture was heated under reflux for 3 hours in apparatus equipped with a water separator. At the end of this time, the reaction mixture was washed with a saturated aqueous solution of sodium chloride and dried over anhydrous magnesium sulfate. The solvent was then distilled off under reduced pressure. The residue was subject... Reactants: [2H]C1(CC2=C(SC=C2)C1=O)[2H] (5,5-Dideutero-4,5-dihydro-6H-cyclopenta[b]thiophen-6-one), compound, CN(CCN(C)C)C (N,N,N',N'-tetramethylethylenediamine), [Li]CCCC (n-BuLi), CCCCCC (hexane). Run in C1CCOC1 (THF), CCOCC (ether), Cl (HCl), C1CCOC1 (THF). Run at temperature 0 celsius, time 0.5 hour. Product: NC(C)C1=C(C=CC=C1)C1=CCC2=C1SC=C2 (6-[2-(1-Aminoethyl)-phenyl]-4H-cyclopenta[b]thiophene). RXN SMILES: CN(C)[CH2:3][CH2:4][N:5](C)C.[Li]CCCC.[CH3:14][CH2:15][CH2:16][CH2:17][CH2:18][CH3:19].[2H][C:21]1([2H])[C:28](=O)[C:24]2[S:25][CH:26]=[CH:27][C:23]=2[CH2:22]1>CCOCC.C1COCC1.Cl>[NH2:5][CH:4]([C:16]1[CH:15]=[CH:14][CH:19]=[CH:18][C:17]=1[C:28]1[C:24]2[S:25][CH:26]=[CH:27][C:23]=2[CH2:22][CH:21]=1)[CH3:3]. Procedure: A solution of the compound of Example 8 (7.3 g, 20.3 mmol) and N,N,N',N'-tetramethylethylenediamine (1.65 mL, 10.9 mmol) in dry ether (120 ml) was cooled to 0° C. and treated with a solution of n-BuLi (2.5M) in hexane (17.5 mL, 43.8 mmol). The mixture was stirred at 0° C. for 0.5 hour and then at room temperature for an additional 1.5 hours. At this point the mixture was cooled to -78° C. A precooled solution of the compound of Example 5 (2.63 g, 18.8 mmol) in dry THF was then added by direct tr... The reactants are ClC1=CC=C(C=C1)C=1N(C(NN1)=O)C[C@@H](C(F)(F)F)O (5-(4-Chlorophenyl)-4-[(2S)-3,3,3-trifluoro-2-hydroxypropyl]-2,4-dihydro-3H-1,2,4-triazol-3-one), BrCC=1SC(=CN1)C1=C(C(=CC=C1)Cl)F (2-(Bromomethyl)-5-(3-chloro-2-fluorophenyl)-1,3-thiazole). Yields the product ClC=1C(=C(C=CC1)C1=CN=C(S1)CN1N=C(N(C1=O)C[C@@H](C(F)(F)F)O)C1=CC=C(C=C1)Cl)F (2-{[5-(3-Chloro-2-fluorophenyl)-1,3-thiazol-2-yl]methyl}-5-(4-chlorophenyl)-4-[(2S)-3,3,3-trifluoro-2-hydroxypropyl]-2,4-dihydro-3H-1,2,4-triazol-3-one). As a reaction SMILES: [Cl:1][C:2]1[CH:7]=[CH:6][C:5]([C:8]2[N:9]([CH2:14][C@H:15]([OH:20])[C:16]([F:19])([F:18])[F:17])[C:10](=[O:13])[NH:11][N:12]=2)=[CH:4][CH:3]=1.Br[CH2:22][C:23]1[S:24][C:25]([C:28]2[CH:33]=[CH:32][CH:31]=[C:30]([Cl:34])[C:29]=2[F:35])=[CH:26][N:27]=1>>[Cl:34][C:30]1[C:29]([F:35])=[C:28]([C:25]2[S:24][C:23]([CH2:22][N:11]3[C:10](=[O:13])[N:9]([CH2:14][C@H:15]([OH:20])[C:16]([F:18])([F:19])[F:17])[C:8]([C:5]4[CH:6]=[CH:7][C:2]([Cl:1])=[CH:3][CH:4]=4)=[N:12]3)=[N:27][CH:26]=2)[CH:33]=[CH:32][CH:31]=1. Reported procedure: 70 mg (0.23 mmol) of the compound from Example 5A were reacted with 70 mg (0.23 mmol) of the compound from Example 90A analogously to the preparation of the compound in Example 77. This gave 90 mg (72% of theory) of the title compound. The reactants are CO, CCCCCC, CC(=O)O, C=Cc1ccccn1, [Na+], [OH-], O, Nc1cccc(O)c1. Yields the product Oc1cccc(NCCc2ccccn2)c1. RXN SMILES: [CH3:17][OH:18].[CH3:21][CH2:22][CH2:23][CH2:24][CH2:25][CH3:26].[CH3:28][C:29](=[O:30])[OH:31].[CH:9](=[CH2:10])[c:11]1[n:12][cH:13][cH:14][cH:15][cH:16]1.[Na+:20].[OH-:19].[OH2:27].[OH:1][c:2]1[cH:3][c:4]([NH2:5])[cH:6][cH:7][cH:8]1>>[OH:1][c:2]1[cH:3][c:4]([NH:5][CH2:10][CH2:9][c:11]2[n:12][cH:13][cH:14][cH:15][cH:16]2)[cH:6][cH:7][cH:8]1. Starting materials: CCOC(=O)c1ccc(Br)s1, C#C[Si](C)(C)C, CC(C)NC(C)C, [Cu]I, c1ccc(P(c2ccccc2)(c2ccccc2)[Pd](P(c2ccccc2)(c2ccccc2)c2ccccc2)(P(c2ccccc2)(c2ccccc2)c2ccccc2)P(c2ccccc2)(c2ccccc2)c2ccccc2)cc1. Yields the product CCOC(=O)c1ccc(C#C[Si](C)(C)C)s1. Reaction SMILES: [Br:1][c:2]1[cH:3][cH:4][c:5]([C:7](=[O:8])[O:9][CH2:10][CH3:11])[s:6]1.[CH3:12][Si:13]([CH3:14])([CH3:15])[C:16]#[CH:17].[CH:18]([NH:19][CH:20]([CH3:21])[CH3:22])([CH3:23])[CH3:24].[Cu:102][I:103].[cH:25]1[cH:26][cH:27][c:28]([P:29]([Pd:30]([P:31]([c:32]2[cH:33][cH:34][cH:35][cH:36][cH:37]2)([c:38]2[cH:39][cH:40][cH:41][cH:42][cH:43]2)[c:44]2[cH:45][cH:46][cH:47][cH:48][cH:49]2)([P:50]([c:51]2[cH:52][cH:53][cH:54][cH:55][cH:56]2)([c:57]2[cH:58][cH:59][cH:60][cH:61][cH:62]2)[c:63]2[cH:64][cH:65][cH:66][cH:67][cH:68]2)[P:69]([c:70]2[cH:71][cH:72][cH:73][cH:74][cH:75]2)([c:76]2[cH:77][cH:78][cH:79][cH:80][cH:81]2)[c:82]2[cH:83][cH:84][cH:85][cH:86][cH:87]2)([c:88]2[cH:89][cH:90][cH:91][cH:92][cH:93]2)[c:94]2[cH:95][cH:96][cH:97][cH:98][cH:99]2)[cH:100][cH:101]1>>[c:2]1([C:17]#[C:16][Si:13]([CH3:12])([CH3:14])[CH3:15])[cH:3][cH:4][c:5]([C:7](=[O:8])[O:9][CH2:10][CH3:11])[s:6]1. Starting materials: CCCCCN(C(=O)Nc1ccc(C(=O)OCC)cc1)c1ccc2c(c1)C(C)(C)CCC2(C)C, C1CCOC1, CCO, Cl, [K+], [OH-], O. Yields the product CCCCCN(C(=O)Nc1ccc(C(=O)O)cc1)c1ccc2c(c1)C(C)(C)CCC2(C)C. As a reaction SMILES: [CH2:1]([CH2:2][CH2:3][CH2:4][CH3:5])[N:6]([C:7]([NH:8][c:9]1[cH:10][cH:11][c:12]([C:13](=[O:14])[O:15][CH2:16][CH3:17])[cH:18][cH:19]1)=[O:20])[c:21]1[cH:22][c:23]2[c:28]([cH:29][cH:30]1)[C:27]([CH3:31])([CH3:32])[CH2:26][CH2:25][C:24]2([CH3:33])[CH3:34].[CH2:37]1[O:38][CH2:39][CH2:40][CH2:41]1.[CH3:43][CH2:44][OH:45].[ClH:42].[K+:36].[OH-:35].[OH2:46]>>[CH2:1]([CH2:2][CH2:3][CH2:4][CH3:5])[N:6]([C:7]([NH:8][c:9]1[cH:10][cH:11][c:12]([C:13](=[O:14])[OH:15])[cH:18][cH:19]1)=[O:20])[c:21]1[cH:22][c:23]2[c:28]([cH:29][cH:30]1)[C:27]([CH3:31])([CH3:32])[CH2:26][CH2:25][C:24]2([CH3:33])[CH3:34]. Reported procedure: 25.00 g (132 mmol) 3-tert-butoxycarbonylamino-propionic acid, 13.50 g (132 mmol) isobutyric acid hydrazide, 50.91 g (159 mmol) O-(1H-benzotriazol-1-yl)-N,N,N′,N′-tetramethyluronium tetrafluoroborate (TBTU) and 50 ml diisopropylethylamine are stirred in 500 ml of tetrahydrofuran/dichloromethane for 24 hours at ambient temperature. Then the mixture is evaporated down, the residue is extracted with ethyl acetate and 10% potassium hydrogen carbonate solution. The organic phase is dried and evaporate... RXN SMILES: [C:1]([O:5][C:6]([NH:8][CH2:9][CH2:10][C:11]([OH:13])=O)=[O:7])([CH3:4])([CH3:3])[CH3:2].[C:14]([NH:19][NH2:20])(=[O:18])[CH:15]([CH3:17])[CH3:16].F[B-](F)(F)F.N1(OC(N(C)C)=[N+](C)C)C2C=CC=CC=2N=N1.C(N(C(C)C)CC)(C)C>O1CCCC1.ClCCl>[C:14]([NH:19][NH:20][C:11](=[O:13])[CH2:10][CH2:9][NH:8][C:6](=[O:7])[O:5][C:1]([CH3:2])([CH3:3])[CH3:4])(=[O:18])[CH:15]([CH3:17])[CH3:16] |f:2.3,5.6|. Starting materials: C(C)(C)(C)OC(=O)NCCC(=O)O (3-tert-butoxycarbonylamino-propionic acid), C(C(C)C)(=O)NN (isobutyric acid hydrazide), F[B-](F)(F)F.N1(N=NC2=C1C=CC=C2)OC(=[N+](C)C)N(C)C (O-(1H-benzotriazol-1-yl)-N,N,N′,N′-tetramethyluronium tetrafluoroborate), C(C)(C)N(CC)C(C)C (diisopropylethylamine). The product is C(C(C)C)(=O)NNC(CCNC(OC(C)(C)C)=O)=O (tert-butyl [3-(N′-isobutyryl-hydrazino)-3-oxo-propyl]-carbamate). Solvent: O1CCCC1.ClCCl (tetrahydrofuran dichloromethane). The reactants are OC(C(=O)C1=CC=C(C=C1)O)(C)C (2-hydroxy-1-(4-hydroxyphenyl)-2-methylpropan-1-one), [OH-].[Na+] (NaOH), COC(CCl)OC (chloroacetaldehyde dimethyl acetal). Run in CO (methanol). Yields the product COC(COC1=CC=C(C=C1)C(C(C)(C)O)=O)OC (1-[4-(2,2-Dimethoxyethoxy)phenyl]-2-hydroxy-2-methylpropan-1-one). As a reaction SMILES: [OH:1][C:2]([CH3:13])([CH3:12])[C:3]([C:5]1[CH:10]=[CH:9][C:8]([OH:11])=[CH:7][CH:6]=1)=[O:4].[OH-].[Na+].[CH3:16][O:17][CH:18]([O:21][CH3:22])[CH2:19]Cl>CO>[CH3:16][O:17][CH:18]([O:21][CH3:22])[CH2:19][O:11][C:8]1[CH:9]=[CH:10][C:5]([C:3](=[O:4])[C:2]([OH:1])([CH3:13])[CH3:12])=[CH:6][CH:7]=1 |f:1.2|. Procedure: 10 g (55.5 mmol) of 2-hydroxy-1-(4-hydroxyphenyl)-2-methylpropan-1-one are dissolved in 50 g of methanol together with 2.22 g (55.5 mmol) of NaOH, and kept at 150° C. for 5 hours in a bomb tube with 20 g of chloroacetaldehyde dimethyl acetal. The reaction mixture is evaporated, and the residue is dissolved in ether and washed with 0.1 N NaOH. The crude product (14.8 g) is crystallized from ether/petroleum ether, giving 9.8 g (65% of theory) of a beige product of m.p. 52-53° C. The reactants are NC[C@H](O)[C@@H](O)[C@H](O)[C@H](O)CO (D-glucamine), C1(=CC=CC=2C(=CC=CC12)S(=O)(=O)Cl)S(=O)(=O)Cl (naphthalene-1,5-disulfonyl chloride), [OH-].[Na+] (sodium hydroxide). The solvent is O (water), C(C)(=O)OCC (ethyl acetate). Reaction conditions: time 20 hour. Yields the product C1(=CC=CC=2C(=CC=CC12)S(=O)(=O)O)S(=O)(=O)O (naphthalene-1,5-disulfonic acid). As a reaction SMILES: NC[C@@H]([C@H]([C@@H]([C@@H](CO)O)O)O)[OH:4].[C:13]1([S:27](Cl)(=[O:29])=[O:28])[C:22]2[CH:21]=[CH:20][CH:19]=[C:18]([S:23](Cl)(=[O:25])=[O:24])[C:17]=2[CH:16]=[CH:15][CH:14]=1.[OH-:31].[Na+]>O.C(OCC)(=O)C>[C:13]1([S:27]([OH:29])(=[O:4])=[O:28])[C:22]2[CH:21]=[CH:20][CH:19]=[C:18]([S:23]([OH:25])(=[O:24])=[O:31])[C:17]=2[CH:16]=[CH:15][CH:14]=1 |f:2.3|. Procedure: A solution of 14.5 g of D-glucamine in 120 ml of water was covered with a solution of 11.4 g of naphthalene-1,5-disulfonyl chloride in 300 ml of ethyl acetate. 80 ml of a 1.0N sodium hydroxide solution were added dropwise to the vigorously stirred mixture during 4 hours. After stirring at room temperature for 20 hours the aqueous phase was separated, washed once with 100 ml of ethyl acetate and concentrated at 50° C. on a rotary evaporator. The viscous residue was evaporated azeotropically three...